From a dataset of the Open Reaction Database (ORD), a public repository of structured organic reaction records. describe an organic reaction: reactants, conditions, products, and yield Starting materials: C(C)(C)(C)OC(=O)N[C@@H]([C@@H](C)CC)C(=O)O (t-butoxycarbonylisoleucine), N1=CC=CC=C1 (pyridine), N1=C(F)N=C(F)N=C1F (cyanuric fluoride). Run in C(Cl)Cl (methylene chloride), C(Cl)Cl (methylene chloride). Reaction conditions: temperature -15 celsius, time 1 hour. Yields the product C(C)(C)(C)OC(=O)N[C@@H]([C@@H](C)CC)C(=O)F (t-butoxycarbonylisoleucine fluoride). Reaction SMILES: [C:1]([O:5][C:6]([NH:8][C@H:9]([C:14]([OH:16])=O)[C@H:10]([CH2:12][CH3:13])[CH3:11])=[O:7])([CH3:4])([CH3:3])[CH3:2].N1C=CC=CC=1.N1C(F)=NC(F)=NC=1[F:25]>C(Cl)Cl>[C:1]([O:5][C:6]([NH:8][C@H:9]([C:14]([F:25])=[O:16])[C@H:10]([CH2:12][CH3:13])[CH3:11])=[O:7])([CH3:4])([CH3:3])[CH3:2]. Reported procedure: To a cooled (-15° C.) solution of t-butoxycarbonylisoleucine (0.482 g, 2 mmol) and pyridine (0.16 ml) in methylene chloride (5 ml) is dropped cyanuric fluoride (0.9 ml) and the mixture is stirred at -15° C. for 1 hour. The reaction mixture is diluted with methylene chloride and ice, and filtered on Celite. The filtrate is diluted with ice water and extracted with methylene chloride. The organic layer is dried over magnesium sulfate and concentrated in vacuo to give t-butoxycarbonylisoleucine flu... Starting materials: [Al+3], C1CCOC1, CCOC(C)=O, COC(=O)c1cccnc1C, [H-], [H-], [H-], [H-], [Li+]. Product: Cc1ncccc1C=O. As a reaction SMILES: [Al+3:13].[CH2:24]1[O:25][CH2:26][CH2:27][CH2:28]1.[CH3:18][CH2:19][O:20][C:21](=[O:22])[CH3:23].[CH3:1][c:2]1[c:3]([C:4](=[O:5])[O:6][CH3:7])[cH:8][cH:9][cH:10][n:11]1.[H-:12].[H-:15].[H-:16].[H-:17].[Li+:14]>>[CH3:1][c:2]1[c:3]([CH:4]=[O:5])[cH:8][cH:9][cH:10][n:11]1. The reactants are CN1CCCC1=O, CO, Clc1ccncc1, Cl, Nc1csc2cc(C(F)(F)F)ccc12, O. Product: Cl, FC(F)(F)c1ccc2c(Nc3ccncc3)csc2c1. RXN SMILES: [CH3:24][N:25]1[CH2:26][CH2:27][CH2:28][C:29]1=[O:30].[CH3:31][OH:32].[Cl:16][c:17]1[cH:18][cH:19][n:20][cH:21][cH:22]1.[ClH:15].[NH2:1][c:2]1[c:3]2[c:4]([s:5][cH:6]1)[cH:7][c:8]([C:11]([F:12])([F:13])[F:14])[cH:9][cH:10]2.[OH2:23]>>[ClH:16].[NH:1]([c:2]1[c:3]2[c:4]([s:5][cH:6]1)[cH:7][c:8]([C:11]([F:12])([F:13])[F:14])[cH:9][cH:10]2)[c:17]1[cH:18][cH:19][n:20][cH:21][cH:22]1. Reactants: CI, CN(C)C=O, [Cl-], CC(C)(C)OC(=O)N1CC(O)(c2cccc(F)c2F)C1, [H-], [Li+], [Na+]. Product: COC1(c2cccc(F)c2F)CN(C(=O)OC(C)(C)C)C1. RXN SMILES: [CH3:23][I:24].[CH3:27][N:28]([CH3:29])[CH:30]=[O:31].[Cl-:26].[F:1][c:2]1[c:3]([C:9]2([OH:20])[CH2:10][N:11]([C:13](=[O:14])[O:15][C:16]([CH3:17])([CH3:18])[CH3:19])[CH2:12]2)[cH:4][cH:5][cH:6][c:7]1[F:8].[H-:21].[Li+:25].[Na+:22]>>[F:1][c:2]1[c:3]([C:9]2([O:20][CH3:23])[CH2:10][N:11]([C:13](=[O:14])[O:15][C:16]([CH3:17])([CH3:18])[CH3:19])[CH2:12]2)[cH:4][cH:5][cH:6][c:7]1[F:8]. Reactants: C(Cl)Cl (DCM), COC(=O)[C@H]1N(CC2=CC(=C(C=C2C1)N)O)C(=O)OC(C)(C)C ((S)-6-amino-7-hydroxy-3,4-dihydro-1H-isoquinoline-2,3-dicarboxylic acid 2-tert-butyl ester 3-methyl ester), C(C)(=O)O[BH-](OC(C)=O)OC(C)=O.[Na+] (sodium triacetoxyborohydride), ClC=1C=C(COC2=CC=C(C=C2)C(C=O)=O)C=CC1Cl ([4-(3,4-Dichloro-benzyloxy)-phenyl]-oxo-acetaldehyde). Isolated yield 71.6%. Run in ClCCCl (DCE), O (water). Procedure details: [4-(3,4-Dichloro-benzyloxy)-phenyl]-oxo-acetaldehyde (616 mg) was dissolved in DCE (25 mL), and (S)-6-amino-7-hydroxy-3,4-dihydro-1H-isoquinoline-2,3-dicarboxylic acid 2-tert-butyl ester 3-methyl ester (644 mg) and sodium triacetoxyborohydride (520 mg) were added. The mixture was stirred overnight at room temperature. DCM (50 mL) was added to the reaction mixture and poured into water (25 mL). The organic layer was washed with 10% Na2CO3 solution and brine, and dried over sodium sulfate. The sol... RXN SMILES: [Cl:1][C:2]1[CH:3]=[C:4]([CH:17]=[CH:18][C:19]=1[Cl:20])[CH2:5][O:6][C:7]1[CH:12]=[CH:11][C:10]([C:13](=[O:16])[CH:14]=O)=[CH:9][CH:8]=1.[CH3:21][O:22][C:23]([C@@H:25]1[CH2:34][C:33]2[C:28](=[CH:29][C:30](O)=[C:31]([NH2:35])[CH:32]=2)[CH2:27][N:26]1[C:37]([O:39][C:40]([CH3:43])([CH3:42])[CH3:41])=[O:38])=[O:24].C(O[BH-](OC(=O)C)OC(=O)C)(=O)C.[Na+].C(Cl)Cl>ClCCCl.O>[CH3:21][O:22][C:23]([CH:25]1[CH2:34][C:33]2[CH:32]=[C:31]3[C:30]([O:16][C@@H:13]([C:10]4[CH:9]=[CH:8][C:7]([O:6][CH2:5][C:4]5[CH:17]=[CH:18][C:19]([Cl:20])=[C:2]([Cl:1])[CH:3]=5)=[CH:12][CH:11]=4)[CH2:14][NH:35]3)=[CH:29][C:28]=2[CH2:27][N:26]1[C:37]([O:39][C:40]([CH3:43])([CH3:42])[CH3:41])=[O:38])=[O:24] |f:2.3|. Yields the product COC(=O)C1N(CC=2C=C3O[C@H](CNC3=CC2C1)C1=CC=C(C=C1)OCC1=CC(=C(C=C1)Cl)Cl)C(=O)OC(C)(C)C ((S)-3-[4-(3,4-Dichloro-benzyloxy)-phenyl]-1,2,3,5,7,8-hexahydro-4-oxa-1,6-diaza-anthracene-6,7-dicarboxylic acid 6-tert-butyl ester 7-methyl ester). Reaction conditions: time 8 hour. Reported procedure: 2-Bromo-3-propargyloxypyridine (9.4 g) was heated under reflux under nitrogen in dichloromethane (100 ml) for 64 hours, then the solvent was removed in vacuo and the residue purified by column chromatography on silica using dichloromethane as eluant to give 7-bromo-2-methylfurano[2,3-c]pyridine as a tan solid (4.3 g, 46%). Isolated yield 46.0%. The product is BrC=1N=CC=C2C1OC(=C2)C (7-bromo-2-methylfurano[2,3-c]pyridine). The reactants are BrC1=NC=CC=C1OCC#C (2-Bromo-3-propargyloxypyridine), ClCCl (dichloromethane). RXN SMILES: [Br:1][C:2]1[C:7]([O:8][CH2:9][C:10]#C)=[CH:6][CH:5]=[CH:4][N:3]=1.Cl[CH2:13]Cl>>[Br:1][C:2]1[N:3]=[CH:4][CH:5]=[C:6]2[CH:13]=[C:9]([CH3:10])[O:8][C:7]=12. Starting materials: COC(C1=CC(=C(C=C1)C(C(=O)OCC)C#N)[N+](=O)[O-])=O (4-(cyano-ethoxycarbonyl-methyl)-3-nitro-benzoic acid methyl ester), ClCCl (dichloromethane). The reagents and catalysts are [Zn] (Zinc). Solvent: C(C)(=O)OCC (ethyl acetate), C(C)(=O)O (acetic acid). Reaction conditions: temperature 100 celsius. The product is COC(=O)C1=CC=C2C(=C(NC2=C1)N)C(=O)OCC (2-Amino-1H-indole-3,6-dicarboxylic acid 3-ethyl ester 6-methyl ester). Isolated yield 43.3%. Reaction SMILES: [CH3:1][O:2][C:3](=[O:21])[C:4]1[CH:9]=[CH:8][C:7]([CH:10]([C:16]#[N:17])[C:11]([O:13][CH2:14][CH3:15])=[O:12])=[C:6]([N+:18]([O-])=O)[CH:5]=1.ClCCl>C(O)(=O)C.C(OCC)(=O)C.[Zn]>[CH3:1][O:2][C:3]([C:4]1[CH:5]=[C:6]2[C:7]([C:10]([C:11]([O:13][CH2:14][CH3:15])=[O:12])=[C:16]([NH2:17])[NH:18]2)=[CH:8][CH:9]=1)=[O:21]. Reported procedure: Zinc powder (4.9 g) was added portion-wise at 80° C. to a solution of 4-(cyano-ethoxycarbonyl-methyl)-3-nitro-benzoic acid methyl ester (4.40 g, 15 mmol) in acetic acid. The mixture was then heated for 3 hours at 95° C. and 3 hours at 100° C. before being allowed to cool to room temperature at which point the reaction mixture was filtered and the insoluble matter rinsed with acetic acid. The filtrate was concentrated to give a brown oil which was subjected to flash silica chromatography using et... Reactants: C1CCC2=NCCCN2CC1 (DBU), C(C)C(COC(C1=CC=C(C=C1)CBr)=O)CC (4-bromomethyl-benzoic acid 2-ethyl-butyl ester), COC1=C(CN2S(NCC2=O)(=O)=O)C=CC(=C1)OC (2-(2,4-dimethoxybenzyl)-1,1-dioxo-1,2,5-thiadiazolidin-3-one). Solvent: C(Cl)Cl (CH2Cl2). Conditions: time 8 hour. Yields the product C(C)C(COC(C1=CC=C(C=C1)CN1S(N(C(C1)=O)CC1=C(C=C(C=C1)OC)OC)(=O)=O)=O)CC (4-[5-(2,4-dimethoxy-benzyl)-1,1,4-trioxo1,2,5-thiadiazolidin-2-ylmethyl]-benzoic acid 2-ethyl-butyl ester). Reaction SMILES: C1CCN2C(=NCCC2)CC1.[CH2:12]([CH:14]([CH2:27][CH3:28])[CH2:15][O:16][C:17](=[O:26])[C:18]1[CH:23]=[CH:22][C:21]([CH2:24]Br)=[CH:20][CH:19]=1)[CH3:13].[CH3:29][O:30][C:31]1[CH:45]=[C:44]([O:46][CH3:47])[CH:43]=[CH:42][C:32]=1[CH2:33][N:34]1[C:38](=[O:39])[CH2:37][NH:36][S:35]1(=[O:41])=[O:40]>C(Cl)Cl>[CH2:12]([CH:14]([CH2:27][CH3:28])[CH2:15][O:16][C:17](=[O:26])[C:18]1[CH:23]=[CH:22][C:21]([CH2:24][N:36]2[CH2:37][C:38](=[O:39])[N:34]([CH2:33][C:32]3[CH:42]=[CH:43][C:44]([O:46][CH3:47])=[CH:45][C:31]=3[O:30][CH3:29])[S:35]2(=[O:40])=[O:41])=[CH:20][CH:19]=1)[CH3:13]. Procedure: DBU (127 mg, 0.836 mmol) is added slowly to a suspension of the title B compound, 4-bromomethyl-benzoic acid 2-ethyl-butyl ester (250 mg, 0.836 mmol) and the title B compound in Example 9, 2-(2,4-dimethoxybenzyl)-1,1-dioxo-1,2,5-thiadiazolidin-3-one (240 mg, 0.836 mmol) in 10 mL of CH2Cl2 at RT. The resulting solution is stirred at RT overnight. The solvent is evaporated under reduced pressure and the residue is chromatographed on silica gel with EtOAc/hexane (gradient 60-40) to afford 4-[5-(2,4...